Dataset: the Open Reaction Database (ORD), a public repository of structured organic reaction records. Task: describe an organic reaction: reactants, conditions, products, and yield Reactants: CC[N+](CC)(CC)S(=O)(=O)N=C([O-])OC (Burgess Reagent), C(C)N1N=CC=2C1=NC=C(C2NC2CCOCC2)C(=O)N (1-Ethyl-4-(tetrahydro-2H-pyran-4-ylamino)-1H-pyrazolo[3,4-b]pyridine-5-carboxamide), CC[N+](CC)(CC)S(=O)(=O)N=C([O-])OC (Burgess Reagent). The solvent is C1CCOC1 (THF). Run at time 18 hour. Yields the product C(C)N1N=CC=2C1=NC=C(C2NC2CCOCC2)C#N (1-Ethyl-4-(tetrahydro-2H-pyran-4-ylamino)-1H-pyrazolo[3,4-b]pyridine-5-carbonitrile). Yield: 94.4%. RXN SMILES: CC[N+](S(N=C(OC)[O-])(=O)=O)(CC)CC.[CH2:16]([N:18]1[C:22]2=[N:23][CH:24]=[C:25]([C:34]([NH2:36])=O)[C:26]([NH:27][CH:28]3[CH2:33][CH2:32][O:31][CH2:30][CH2:29]3)=[C:21]2[CH:20]=[N:19]1)[CH3:17]>C1COCC1>[CH2:16]([N:18]1[C:22]2=[N:23][CH:24]=[C:25]([C:34]#[N:36])[C:26]([NH:27][CH:28]3[CH2:29][CH2:30][O:31][CH2:32][CH2:33]3)=[C:21]2[CH:20]=[N:19]1)[CH3:17]. Reported procedure: Burgess Reagent 4.53 g, 19.0 mmol) was added to a suspension of Intermediate 136 (5.0 g, 17.3 mmol) in THF (80 ml). The reaction mixture was stirred at room temperature for 18 hours then a further portion of Burgess Reagent (0.9 g, 1.8 mmol) was added and stirring continued for 5 hours. The reaction mixture was concentrated in vacuo and the residue partitioned between dichloromethane and water. The organic phase was washed with water, dried and evaporated in vacuo to afford Intermediate 137 as a... Starting materials: O=C([O-])O, CCOC(C)=O, CN(C)C=O, O=C(Cl)C(=O)Cl, Cl, NC(Cc1ccc(C(F)(F)F)cc1)C(O)c1ccc(F)cc1, [Na+], O=C(O)c1cccc2c1C(=O)c1ccccc1-2, C1CCOC1, O. The product is O=C(NC(Cc1ccc(C(F)(F)F)cc1)C(O)c1ccc(F)cc1)c1cccc2c1C(=O)c1ccccc1-2. As a reaction SMILES: [C:47](=[O:48])([O-:49])[OH:50].[CH3:57][CH2:58][O:59][C:60](=[O:61])[CH3:62].[CH3:64][N:65]([CH3:66])[CH:67]=[O:68].[Cl:18][C:19]([C:20]([Cl:21])=[O:22])=[O:23].[ClH:24].[F:25][c:26]1[cH:27][cH:28][c:29]([CH:32]([CH:33]([CH2:34][c:35]2[cH:36][cH:37][c:38]([C:41]([F:42])([F:43])[F:44])[cH:39][cH:40]2)[NH2:45])[OH:46])[cH:30][cH:31]1.[Na+:51].[O:1]=[C:2]1[c:3]2[cH:4][cH:5][cH:6][cH:7][c:8]2-[c:9]2[cH:10][cH:11][cH:12][c:13]([C:15](=[O:16])[OH:17])[c:14]21.[O:52]1[CH2:53][CH2:54][CH2:55][CH2:56]1.[OH2:63]>>[O:1]=[C:2]1[c:3]2[cH:4][cH:5][cH:6][cH:7][c:8]2-[c:9]2[cH:10][cH:11][cH:12][c:13]([C:15](=[O:16])[NH:45][CH:33]([CH:32]([c:29]3[cH:28][cH:27][c:26]([F:25])[cH:31][cH:30]3)[OH:46])[CH2:34][c:35]3[cH:36][cH:37][c:38]([C:41]([F:42])([F:43])[F:44])[cH:39][cH:40]3)[c:14]21. Reactants: COS(=O)(=O)OC, COC(=O)c1cc(Cl)ccc1NS(=O)(=O)c1ccc(C)cc1, [H-], [Na+], CN(C)C=O, O. RXN SMILES: [CH3:25][O:26][S:27]([O:28][CH3:29])(=[O:30])=[O:31].[Cl:3][c:4]1[cH:5][c:6]([C:21](=[O:22])[O:23][CH3:24])[c:7]([NH:8][S:9](=[O:10])(=[O:11])[c:12]2[cH:13][cH:14][c:15]([CH3:18])[cH:16][cH:17]2)[cH:19][cH:20]1.[H-:1].[Na+:2].[O:33]=[CH:34][N:35]([CH3:36])[CH3:37].[OH2:32]>>[Cl:3][c:4]1[cH:5][c:6]([C:21](=[O:22])[O:23][CH3:24])[c:7]([N:8]([S:9](=[O:10])(=[O:11])[c:12]2[cH:13][cH:14][c:15]([CH3:18])[cH:16][cH:17]2)[CH3:25])[cH:19][cH:20]1. Yields the product COC(=O)c1cc(Cl)ccc1N(C)S(=O)(=O)c1ccc(C)cc1.